This data is from the Open Reaction Database (ORD), a public repository of structured organic reaction records. The task is: describe an organic reaction: reactants, conditions, products, and yield The reactants are NCc1ccccc1, Cc1ccccc1, O, O=Cc1nccs1. The product is c1ccc(CNCc2nccs2)cc1. Reaction SMILES: [CH2:1]([c:2]1[cH:3][cH:4][cH:5][cH:6][cH:7]1)[NH2:8].[CH3:17][c:18]1[cH:19][cH:20][cH:21][cH:22][cH:23]1.[OH2:16].[s:9]1[c:10]([CH:14]=[O:15])[n:11][cH:12][cH:13]1>>[CH2:1]([c:2]1[cH:3][cH:4][cH:5][cH:6][cH:7]1)[NH:8][CH2:14][c:10]1[s:9][cH:13][cH:12][n:11]1. Reactants: FC(C(=O)O)(F)F (Trifluoroacetic acid), ClC(C(=O)N(C1=CC(=NC=C1)C1=CC(=NO1)C1=C(C=CC=C1Cl)Cl)CCC(C(C(C)C)NC(OC(C)(C)C)=O)=O)Cl (tert-butyl 6-(2,2-dichloro-N-(2-(3-(2,6-dichlorophenyl)isoxazol-5-yl)pyridin-4-yl)acetamido)-2-methyl-4-oxohexan-3-ylcarbamate). Run in C(Cl)Cl (methylene chloride). Conditions: temperature 0 celsius, time 2 hour. Yields the product NC(C(CCN(C(C(Cl)Cl)=O)C1=CC(=NC=C1)C1=CC(=NO1)C1=C(C=CC=C1Cl)Cl)=O)C(C)C (N-(4-amino-5-methyl-3-oxohexyl)-2,2-dichloro-N-(2-(3-(2,6-dichlorophenyl)isoxazol-5-yl)pyridin-4-yl)acetamide). RXN SMILES: FC(F)(F)C(O)=O.[Cl:8][CH:9]([Cl:48])[C:10]([N:12]([CH2:32][CH2:33][C:34](=[O:47])[CH:35]([NH:39]C(=O)OC(C)(C)C)[CH:36]([CH3:38])[CH3:37])[C:13]1[CH:18]=[CH:17][N:16]=[C:15]([C:19]2[O:23][N:22]=[C:21]([C:24]3[C:29]([Cl:30])=[CH:28][CH:27]=[CH:26][C:25]=3[Cl:31])[CH:20]=2)[CH:14]=1)=[O:11]>C(Cl)Cl>[NH2:39][CH:35]([CH:36]([CH3:38])[CH3:37])[C:34](=[O:47])[CH2:33][CH2:32][N:12]([C:13]1[CH:18]=[CH:17][N:16]=[C:15]([C:19]2[O:23][N:22]=[C:21]([C:24]3[C:25]([Cl:31])=[CH:26][CH:27]=[CH:28][C:29]=3[Cl:30])[CH:20]=2)[CH:14]=1)[C:10](=[O:11])[CH:9]([Cl:48])[Cl:8]. Procedure: Trifluoroacetic acid (1 mL) was added to a solution of tert-butyl 6-(2,2-dichloro-N-(2-(3-(2,6-dichlorophenyl)isoxazol-5-yl)pyridin-4-yl)acetamido)-2-methyl-4-oxohexan-3-ylcarbamate (185 mg, 0.29 mmol) in methylene chloride (2 mL) at 0° C. The resulting mixture was allowed to stir at 0° C. for 2 hours, then concentrated under reduced pressure. The residue was dissolved in methylene chloride (2 mL) and concentrated under reduced pressure, twice more. Then lyophilized to produce N-(4-amino-5-methy... The reactants are ClCCCOC1=C(C=C2C(=CC=NC2=C1)OC1=C(C=C(C=C1)C)C(=O)C1=CC=CC=C1)OC ((2-{[7-(3-Chloropropoxy)-6-methoxy-4-quinolyl]oxy}-5-methylphenyl)(phenyl)methanone), O (water), N1CCC(CC1)CCO (4-piperidine ethanol), C([O-])([O-])=O.[K+].[K+] (potassium carbonate). Solvent: CN(C=O)C (N,N-dimethylformamide). Run at temperature 80 celsius, time 8 hour. Yields the product OCC1CCN(CC1)CCCOC1=C(C=C2C(=CC=NC2=C1)OC1=C(C=C(C=C1)C)C(=O)C1=CC=CC=C1)OC ({2-[(7-{3-[4-(Hydroxymethyl)piperidino]propoxy}-6-methoxy-4-quinolyl)oxy]-5-methylphenyl}(phenyl)methanone). The yield is 75.8%. RXN SMILES: Cl[CH2:2][CH2:3][CH2:4][O:5][C:6]1[CH:15]=[C:14]2[C:9]([C:10]([O:16][C:17]3[CH:22]=[CH:21][C:20]([CH3:23])=[CH:19][C:18]=3[C:24]([C:26]3[CH:31]=[CH:30][CH:29]=[CH:28][CH:27]=3)=[O:25])=[CH:11][CH:12]=[N:13]2)=[CH:8][C:7]=1[O:32][CH3:33].[NH:34]1[CH2:39][CH2:38][CH:37]([CH2:40]CO)[CH2:36][CH2:35]1.C(=O)([O-])[O-:44].[K+].[K+].O>CN(C)C=O>[OH:44][CH2:40][CH:37]1[CH2:36][CH2:35][N:34]([CH2:2][CH2:3][CH2:4][O:5][C:6]2[CH:15]=[C:14]3[C:9]([C:10]([O:16][C:17]4[CH:22]=[CH:21][C:20]([CH3:23])=[CH:19][C:18]=4[C:24]([C:26]4[CH:31]=[CH:30][CH:29]=[CH:28][CH:27]=4)=[O:25])=[CH:11][CH:12]=[N:13]3)=[CH:8][C:7]=2[O:32][CH3:33])[CH2:39][CH2:38]1 |f:2.3.4|. Procedure: (2-{[7-(3-Chloropropoxy)-6-methoxy-4-quinolyl]oxy}-5-methylphenyl)(phenyl)methanone (62 mg), 4-piperidine ethanol (25 mg), and potassium carbonate (100 mg) were suspended in N,N-dimethylformamide (4 ml), and the suspension was stirred at 80° C. overnight. The reaction solution was cooled to room temperature, water was then added to the reaction solution, and the mixture was extracted with ethyl acetate. The ethyl acetate layer was then washed with water and saturated brine and was dried over anh... Reactants: CC(=O)O, [Cl-], Cl, O=N[O-], [Na+], O=S=O, O, Cc1nnnn1-c1ccccc1NO, O=S(=O)(Cl)Cl. Product: Cc1nnnn1-c1ccccc1S(=O)(=O)Cl. As a reaction SMILES: [CH3:29][C:30](=[O:31])[OH:32].[Cl-:19].[ClH:28].[N:15]([O-:16])=[O:17].[Na+:18].[O:20]=[S:21]=[O:22].[OH2:33].[OH:1][NH:2][c:3]1[c:4](-[n:9]2[n:10][n:11][n:12][c:13]2[CH3:14])[cH:5][cH:6][cH:7][cH:8]1.[S:23](=[O:24])(=[O:25])([Cl:26])[Cl:27]>>[c:3]1([S:23](=[O:24])(=[O:25])[Cl:26])[c:4](-[n:9]2[n:10][n:11][n:12][c:13]2[CH3:14])[cH:5][cH:6][cH:7][cH:8]1. The reactants are Cl.C1(CC1)C=1C=C(C=CC1)[C@H](C)N ((S)-1-(3-cyclopropylphenyl)ethanamine hydrochloride), C(#N)C(C)(C)C=1C=C(CN2C(=C(C3=CC(=CC=C23)C(=O)O)C)C)C=CC1 (1-(3-(2-cyanopropan-2-yl)benzyl)-2,3-dimethyl-1H-indole-5-carboxylic acid). Yields the product C(#N)C(C)(C)C=1C=C(CN2C(=C(C3=CC(=CC=C23)C(=O)N[C@@H](C)C2=CC(=CC=C2)C2CC2)C)C)C=CC1 ((S)-1-(3-(2-cyanopropan-2-yl)benzyl)-N-(1-(3-cyclopropylphenyl)ethyl)-2,3-dimethyl-1H-indole-5-carboxamide). Reaction SMILES: Cl.[CH:2]1([C:5]2[CH:6]=[C:7]([C@@H:11]([NH2:13])[CH3:12])[CH:8]=[CH:9][CH:10]=2)[CH2:4][CH2:3]1.[C:14]([C:16]([C:19]1[CH:20]=[C:21]([CH:37]=[CH:38][CH:39]=1)[CH2:22][N:23]1[C:31]2[C:26](=[CH:27][C:28]([C:32](O)=[O:33])=[CH:29][CH:30]=2)[C:25]([CH3:35])=[C:24]1[CH3:36])([CH3:18])[CH3:17])#[N:15]>>[C:14]([C:16]([C:19]1[CH:20]=[C:21]([CH:37]=[CH:38][CH:39]=1)[CH2:22][N:23]1[C:31]2[C:26](=[CH:27][C:28]([C:32]([NH:13][C@H:11]([C:7]3[CH:8]=[CH:9][CH:10]=[C:5]([CH:2]4[CH2:4][CH2:3]4)[CH:6]=3)[CH3:12])=[O:33])=[CH:29][CH:30]=2)[C:25]([CH3:35])=[C:24]1[CH3:36])([CH3:18])[CH3:17])#[N:15] |f:0.1|. Procedure details: The title compound was prepared following the same general protocol as described in Step 4, Example 1, using (S)-1-(3-cyclopropylphenyl)ethanamine hydrochloride and 1-(3-(2-cyanopropan-2-yl)benzyl)-2,3-dimethyl-1H-indole-5-carboxylic acid. ESI-MS (m/z): 490 [M+H]+.